This data is from the Open Reaction Database (ORD), a public repository of structured organic reaction records. The task is: describe an organic reaction: reactants, conditions, products, and yield Starting materials: FC1=CC=C(C=C1)[C@@H]1N([C@@H](CCC1)C=C)C(CCC=C)=O (1-[(2R*,6S*)-2-(4-fluorophenyl)-6-vinylpiperidin-1-yl]-4-penten-1-one). Reagents/catalysts: CC1=CC(=C(C(=C1)C)N2CCN([CH-]2)C3=C(C=C(C=C3C)C)C)C.C1CCC(CC1)[PH+](C2CCCCC2)C3CCCCC3.C1=CC=C(C=C1)C=[Ru](Cl)Cl (tricyclohexylphosphine[1,3-bis(2,4,6-trimethylphenyl)-4,5-dihydroimidazol-2-ylidene][benzylidene]ruthenium (IV) dichloride). Solvent: C(Cl)Cl (methylene chloride). Yields the product FC1=CC=C(C=C1)[C@H]1CCC[C@@H]2N1C(CCC=C2)=O ((4R*,10aS*)-4-(4-fluorophenyl)-1,3,4,7,8,10a-hexahydro-2H-pyrido[1,2-a]azepin-6-one). The yield is 52.7%. Reaction SMILES: [F:1][C:2]1[CH:7]=[CH:6][C:5]([C@H:8]2[CH2:13][CH2:12][CH2:11][C@@H:10](C=C)[N:9]2[C:16](=[O:21])[CH2:17][CH2:18][CH:19]=[CH2:20])=[CH:4][CH:3]=1>C(Cl)Cl.CC1C=C(C)C(N2[CH-]N(C3C(C)=CC(C)=CC=3C)CC2)=C(C)C=1.C1CCC([PH+](C2CCCCC2)C2CCCCC2)CC1.C1C=CC(C=[Ru](Cl)Cl)=CC=1>[F:1][C:2]1[CH:3]=[CH:4][C:5]([C@@H:8]2[N:9]3[C:16](=[O:21])[CH2:17][CH2:18][CH:19]=[CH:20][C@@H:10]3[CH2:11][CH2:12][CH2:13]2)=[CH:6][CH:7]=1 |f:2.3.4|. Procedure: A solution of 1-[(2R*,6S*)-2-(4-fluorophenyl)-6-vinylpiperidin-1-yl]-4-penten-1-one (307 mg) and tricyclohexylphosphine[1,3-bis(2,4,6-trimethylphenyl)-4,5-dihydroimidazol-2-ylidene][benzylidene]ruthenium (IV) dichloride (64 mg) in methylene chloride (150 mL) was heated under reflux for 25 hours. The reaction solution was left to cool to room temperature and then concentrated. The residue was purified by silica gel column chromatography (elution solvent: heptane:ethyl acetate=4:1->ethyl acetate) ... The reactants are CO, COc1ccc([N+](=O)[O-])cc1C(C)=O. The product is COc1ccc(N)cc1C(C)=O. Reaction SMILES: [CH3:15][OH:16].[CH3:1][O:2][c:3]1[c:4]([C:12]([CH3:13])=[O:14])[cH:5][c:6]([N+:9]([O-:10])=[O:11])[cH:7][cH:8]1>>[CH3:1][O:2][c:3]1[c:4]([C:12]([CH3:13])=[O:14])[cH:5][c:6]([NH2:9])[cH:7][cH:8]1. The reactants are COC(=O)C=1N=CC(=NC1)N1CCN(CC1)C(=O)OC(C)(C)C (2,3,5,6-Tetrahydro-[1,2′]bipyrazinyl-4,5′-dicarboxylic acid 4-tert-butyl ester 5′-methyl ester), Cl (HCl). The solvent is O1CCOCC1 (1,4-dioxane). The product is Cl.COC(=O)C=1N=CC(=NC1)N1CCNCC1 (3,4,5,6-Tetrahydro-2H-[1,2′]bipyrazinyl-5′-carboxylic acid methyl ester hydrochloride). As a reaction SMILES: [CH3:1][O:2][C:3]([C:5]1[N:6]=[CH:7][C:8]([N:11]2[CH2:16][CH2:15][N:14](C(OC(C)(C)C)=O)[CH2:13][CH2:12]2)=[N:9][CH:10]=1)=[O:4].[ClH:24]>O1CCOCC1>[ClH:24].[CH3:1][O:2][C:3]([C:5]1[N:6]=[CH:7][C:8]([N:11]2[CH2:12][CH2:13][NH:14][CH2:15][CH2:16]2)=[N:9][CH:10]=1)=[O:4] |f:3.4|. Procedure details: Prepared in analogy to example 4.4(b) from 2,3,5,6-Tetrahydro-[1,2′]bipyrazinyl-4,5′-dicarboxylic acid 4-tert-butyl ester 5′-methyl ester and 1,4-dioxane saturated with gaseous HCl. MS (m/e): 223.1 (MH+, 100%)